Dataset: the Open Reaction Database (ORD), a public repository of structured organic reaction records. Task: describe an organic reaction: reactants, conditions, products, and yield The reactants are FC(OC1=C(C=CC=C1)I)(F)F (2-(trifluoromethoxy)iodobenzene), CC(C(C(C(C)(C)C)=O)=O)CCC (tetramethyl heptanedione), C([O-])([O-])=O.[Cs+].[Cs+] (cesium carbonate), BrC1=CC=C(C=C1)S (4-bromothiophenol). Reagents/catalysts: Cl[Cu] (CuCl). The solvent is hexanes, CN1C(CCC1)=O (N-Methyl-2-pyrrolidone), C(C)(=O)OCC (ethyl acetate). Conditions: temperature 130 celsius, time 2 hour. The product is BrC1=CC=C(C=C1)SC1=C(C=CC=C1)OC(F)(F)F (1-bromo-4-(2-(trifluoromethoxy)phenylsulfanyl)benzene). Yield: 81.5%. RXN SMILES: [Br:1][C:2]1[CH:7]=[CH:6][C:5]([SH:8])=[CH:4][CH:3]=1.[F:9][C:10]([F:20])([F:19])[O:11][C:12]1[CH:17]=[CH:16][CH:15]=[CH:14][C:13]=1I.CC(CCC)C(=O)C(=O)C(C)(C)C.C(=O)([O-])[O-].[Cs+].[Cs+]>C(OCC)(=O)C.Cl[Cu].CN1CCCC1=O>[Br:1][C:2]1[CH:7]=[CH:6][C:5]([S:8][C:13]2[CH:14]=[CH:15][CH:16]=[CH:17][C:12]=2[O:11][C:10]([F:9])([F:20])[F:19])=[CH:4][CH:3]=1 |f:3.4.5|. Procedure details: N-Methyl-2-pyrrolidone (10 mL) was added to 4-bromothiophenol (0.500 g, 2.64 mmol) in a sealed tube and the mixture was purged with argon for 5 minutes. After this time, 2-(trifluoromethoxy)iodobenzene (0.73 g, 2.53 mmol), CuCl (0.131 g, 1.32 mmol), tetramethyl heptanedione (0.14 mL, 0.66 mmol) and cesium carbonate (1.70 g, 5.28 mmol) were added to the reaction mixture. The reaction was stirred at 130° C. under argon for 2 hours. The reaction mixture was cooled to room temperature, diluted with ... The reactants are CCOc1cccc(F)c1OCC, COCCOC, O, O=C1c2ccccc2C(=O)N1CO, O=S(=O)(O)O. The product is CCOc1ccc(CN2C(=O)c3ccccc3C2=O)c(F)c1OCC. As a reaction SMILES: [CH2:1]([CH3:2])[O:3][c:4]1[c:5]([O:11][CH2:12][CH3:13])[c:6]([F:10])[cH:7][cH:8][cH:9]1.[CH3:33][O:34][CH2:35][CH2:36][O:37][CH3:38].[OH2:32].[OH:14][CH2:15][N:16]1[C:17](=[O:18])[c:19]2[cH:20][cH:21][cH:22][cH:23][c:24]2[C:25]1=[O:26].[S:27](=[O:28])(=[O:29])([OH:30])[OH:31]>>[CH2:1]([CH3:2])[O:3][c:4]1[c:5]([O:11][CH2:12][CH3:13])[c:6]([F:10])[c:7]([CH2:15][N:16]2[C:17](=[O:18])[c:19]3[cH:20][cH:21][cH:22][cH:23][c:24]3[C:25]2=[O:26])[cH:8][cH:9]1.